This data is from the Open Reaction Database (ORD), a public repository of structured organic reaction records. The task is: describe an organic reaction: reactants, conditions, products, and yield The product is COc1cc2nccc(Oc3ccc(NC(=O)Nc4nnc(C)s4)c(C)c3)c2cc1OC. As a reaction SMILES: [CH3:1][O:2][c:3]1[cH:4][c:5]2[c:6]([O:15][c:16]3[cH:17][c:18]([CH3:23])[c:19]([NH2:20])[cH:21][cH:22]3)[cH:7][cH:8][n:9][c:10]2[cH:11][c:12]1[O:13][CH3:14].[CH:24]([N:25]([CH:26]([CH3:27])[CH3:28])[CH2:29][CH3:30])([CH3:31])[CH3:32].[CH:52]([Cl:53])([Cl:54])[Cl:55].[Cl:33][C:34]([Cl:35])([O:36][C:37]([O:38][C:39]([Cl:40])([Cl:41])[Cl:42])=[O:43])[Cl:44].[NH2:45][c:46]1[s:47][c:48]([CH3:51])[n:49][n:50]1.[OH2:56]>>[CH3:1][O:2][c:3]1[cH:4][c:5]2[c:6]([O:15][c:16]3[cH:17][c:18]([CH3:23])[c:19]([NH:20][C:37](=[O:43])[NH:45][c:46]4[s:47][c:48]([CH3:51])[n:49][n:50]4)[cH:21][cH:22]3)[cH:7][cH:8][n:9][c:10]2[cH:11][c:12]1[O:13][CH3:14]. Reactants: COc1cc2nccc(Oc3ccc(N)c(C)c3)c2cc1OC, CCN(C(C)C)C(C)C, ClC(Cl)Cl, O=C(OC(Cl)(Cl)Cl)OC(Cl)(Cl)Cl, Cc1nnc(N)s1, O. The reactants are CC=1C=C2C=3C(=CC=CC3N3C2=C(C1)OCC3C3=CC=CC=C3)OCCN (2-[(5-methyl-1-phenyl-1,2-dihydro[1,4]oxazino[2,3,4-jk]carbazol-7-yl)oxy]-1-ethanamine), C(C)(=O)OC(C)=O (acetic anhydride). The reagents and catalysts are CN(C)C=1C=CN=CC1 (DMAP). Solvent: CN(C)C=O (DMF). Run at temperature 95 celsius. Yields the product CC=1C=C2C=3C(=CC=CC3N3C2=C(C1)OCC3C3=CC=CC=C3)OCCNC(C)=O (N-{2-[(5-methyl-1-phenyl-1,2-dihydro[1,4]oxazino[2,3,4-jk]carbazol-7-yl)oxy]ethyl}acetamide). Yield: 99.5%. RXN SMILES: [CH3:1][C:2]1[CH:3]=[C:4]2[C:12]3=[C:13]([O:15][CH2:16][CH:17]([C:18]4[CH:23]=[CH:22][CH:21]=[CH:20][CH:19]=4)[N:11]3[C:10]3[CH:9]=[CH:8][CH:7]=[C:6]([O:24][CH2:25][CH2:26][NH2:27])[C:5]2=3)[CH:14]=1.[C:28](OC(=O)C)(=[O:30])[CH3:29]>CN(C=O)C.CN(C1C=CN=CC=1)C>[CH3:1][C:2]1[CH:3]=[C:4]2[C:12]3=[C:13]([O:15][CH2:16][CH:17]([C:18]4[CH:23]=[CH:22][CH:21]=[CH:20][CH:19]=4)[N:11]3[C:10]3[CH:9]=[CH:8][CH:7]=[C:6]([O:24][CH2:25][CH2:26][NH:27][C:28](=[O:30])[CH3:29])[C:5]2=3)[CH:14]=1. Procedure details: To a mixture of 2-[(5-methyl-1-phenyl-1,2-dihydro[1,4]oxazino[2,3,4-jk]carbazol-7-yl)oxy]-1-ethanamine (0.0.442 g, 1.23 mmol) in DMF (10 mL) is added acetic anhydride (0.126 g, 1.23 mmol) and DMAP (0.08 g, 0.66 mmol). The mixture is heated at 95° C. for 1 h and then partitioned between water and ether after cooling. The organic layer is washed three times with water (60 mL), dried over magnesium sulfate and concentrated to give 0.49 g (99%) of N-{2-[(5-methyl-1-phenyl-1,2-dihydro[1,4]oxazino[2,3... Starting materials: amine, BrC=1C=C2/C(/C(NC(C2=CC1)=O)=O)=C/NC=1C=NC(=CC1)N1CCC(CC1)N1CCCC1 ((4Z)-6-Bromo-4-({[6-(4-pyrrolidin-1-ylpiperidin-1-yl)pyridin-3-yl]amino}methylene)isoquinoline-1,3(2H,4H)-dione), BrC=1C=C2C(C(NC(C2=CC1)=O)=O)=CNC1=CC=C(C=C1)N1CC(NC(C1)C)C (6-bromo-4-({[4-(3,5-dimethylpiperazin-1-yl)phenyl]amino}methylene)isoquinoline-1,3(2H,4H)-dione). Product: brown solid, BrC=1C=C2\C(\C(NC(C2=CC1)=O)=O)=C/OC ((4E)-6-bromo-4-(methoxymethylene)isoquinoline 1,3(2H,4H)-dione). The yield is 86.0%. As a reaction SMILES: [Br:1][C:2]1[CH:3]=[C:4]2[C:9](=[CH:10][CH:11]=1)[C:8](=[O:12])[NH:7][C:6](=[O:13])/[C:5]/2=[CH:14]\NC1C=NC(N2CCC(N3CCCC3)CC2)=CC=1.BrC1C=C2C(=CC=1)[C:40](=[O:44])NC(=O)C2=CNC1C=CC(N2CC(C)NC(C)C2)=CC=1>>[Br:1][C:2]1[CH:3]=[C:4]2[C:9](=[CH:10][CH:11]=1)[C:8](=[O:12])[NH:7][C:6](=[O:13])/[C:5]/2=[CH:14]/[O:44][CH3:40]. Reported procedure: Using the procedure described for the preparation of 4Z)-6-bromo-4-({[4-(3,5-dimethylpiperazin-1-yl)phenyl]amino}methylene)isoquinoline-1,3(2H,4H)-dione (24), 0.53 g (86% yield) of brown solid is obtained from 0.335 g (1.24 mmol) of (4E)-6-bromo-4-(methoxymethylene)isoquinoline 1,3(2H,4H)-dione, and 0.30 g (1.24 mmol) of 6-(4-pyrrolidin-1-ylpiperidin-1-yl)pyridin-3-yl]amine; mp: 214-215° C.; MS (ESI) m/z 498.1 (M+H)+1 Reactants: Cl, NC1CCC(CCN2CCC(c3cccc4c3OCO4)CC2)CC1, O=C(O)C1(O)CC1. Yields the product O=C(NC1CCC(CCN2CCC(c3cccc4c3OCO4)CC2)CC1)C1(O)CC1. RXN SMILES: [ClH:1].[O:2]1[CH2:3][O:4][c:5]2[c:6]1[cH:7][cH:8][cH:9][c:10]2[CH:11]1[CH2:12][CH2:13][N:14]([CH2:17][CH2:18][CH:19]2[CH2:20][CH2:21][CH:22]([NH2:25])[CH2:23][CH2:24]2)[CH2:15][CH2:16]1.[OH:26][C:27]1([C:30](=[O:31])[OH:32])[CH2:28][CH2:29]1>>[O:2]1[CH2:3][O:4][c:5]2[c:6]1[cH:7][cH:8][cH:9][c:10]2[CH:11]1[CH2:12][CH2:13][N:14]([CH2:17][CH2:18][CH:19]2[CH2:20][CH2:21][CH:22]([NH:25][C:30]([C:27]3([OH:26])[CH2:28][CH2:29]3)=[O:31])[CH2:23][CH2:24]2)[CH2:15][CH2:16]1. Reactants: CC1=C(C=CC=C1)P(C2=C(C=CC=C2)C)C3=C(C=CC=C3)C (P(o-tolyl)3), S1C(=NC=C1)CC1=CCN(CC1)C(C=C)=O (1-(4-(thiazol-2-ylmethyl)-5,6-dihydropyridin-1(2H)-yl)prop-2-en-1-one), BrC=1C=C2CC3(CCN(CC3)C(=O)OC(C)(C)C)C(NC2=NC1)=O (tert-butyl 6-bromo-2-oxo-2,4-dihydro-1H-spiro[[1,8]naphthyridine-3,4′-piperidine]-1′-carboxylate), CCN(C(C)C)C(C)C (DIPEA). The reagents and catalysts are CC(=O)[O-].CC(=O)[O-].[Pd+2] (Pd(OAc)2). The solvent is CN(C)C=O.C(CC)#N (DMF propionitrile). Conditions: temperature 110 celsius. Product: O=C1NC2=NC=C(C=C2CC12CCN(CC2)C(=O)OC(C)(C)C)\C=C\C(N2CC=C(CC2)CC=2SC=CN2)=O ((E)-tert-butyl 2-oxo-6-(3-oxo-3-(4-(thiazol-2-ylmethyl)-5,6-dihydropyridin-1(2H)-yl)prop-1-en-1-yl)-2,4-dihydro-1H-spiro[[1,8]naphthyridine-3,4′-piperidine]-1′-carboxylate). Yield: 22.7%. Reaction SMILES: [S:1]1[CH:5]=[CH:4][N:3]=[C:2]1[CH2:6][C:7]1[CH2:12][CH2:11][N:10]([C:13](=[O:16])[CH:14]=[CH2:15])[CH2:9][CH:8]=1.Br[C:18]1[CH:19]=[C:20]2[C:37](=[N:38][CH:39]=1)[NH:36][C:35](=[O:40])[C:22]1([CH2:27][CH2:26][N:25]([C:28]([O:30][C:31]([CH3:34])([CH3:33])[CH3:32])=[O:29])[CH2:24][CH2:23]1)[CH2:21]2.CCN(C(C)C)C(C)C.CC1C=CC=CC=1P(C1C=CC=CC=1C)C1C=CC=CC=1C>CN(C=O)C.C(#N)CC.CC([O-])=O.CC([O-])=O.[Pd+2]>[O:40]=[C:35]1[C:22]2([CH2:27][CH2:26][N:25]([C:28]([O:30][C:31]([CH3:34])([CH3:33])[CH3:32])=[O:29])[CH2:24][CH2:23]2)[CH2:21][C:20]2[C:37](=[N:38][CH:39]=[C:18](/[CH:15]=[CH:14]/[C:13](=[O:16])[N:10]3[CH2:11][CH2:12][C:7]([CH2:6][C:2]4[S:1][CH:5]=[CH:4][N:3]=4)=[CH:8][CH2:9]3)[CH:19]=2)[NH:36]1 |f:4.5,6.7.8|. Reported procedure: To a stirred solution of 1-(4-(thiazol-2-ylmethyl)-5,6-dihydropyridin-1(2H)-yl)prop-2-en-1-one (Intermediate-4) (350 mg, 1.50 mmol) and tert-butyl 6-bromo-2-oxo-2,4-dihydro-1H-spiro[[1,8]naphthyridine-3,4′-piperidine]-1′-carboxylate (Intermediate-6) (500 mg, 1.20 mmol) in DMF/propionitrile (4 mL/16 mL) was added DIPEA (0.55 mL, 3.16 mmol) at 20-35° C. and the mixture was degassed with N2 for 10 minutes. Then Pd(OAc)2 (28 mg, 0.12 mmol) and P(o-tolyl)3 (77 mg, 0.25 mmol) were added, again degasse...